Dataset: the Open Reaction Database (ORD), a public repository of structured organic reaction records. Task: describe an organic reaction: reactants, conditions, products, and yield Reactants: I(=O)(=O)(=O)[O-].[Na+] (sodium periodate), C(=O)(O)C1=CC=C(CC2=C(C=CC=3C(CCC(C23)(C)C)(C)C)SC2=C(C=3C(CCC(C3C=C2)(C)C)(C)C)CC2=CC=C(C=C2)C(=O)O)C=C1 (4-Carboxybenzyl-5,6,7,8-tetrahydro-5,5,8,8-tetramethyl-2-naphthyl thioether), Cl (hydrochloric acid). The solvent is O (water), C(C)O (ethanol), CN(C=O)C (dimethylformamide), O (water). Reaction conditions: time 8 hour. Yields the product C(=O)(O)C1=CC=C(CC2=C(C=CC=3C(CCC(C23)(C)C)(C)C)S(=O)C2=C(C=3C(CCC(C3C=C2)(C)C)(C)C)CC2=CC=C(C=C2)C(=O)O)C=C1 (4-Carboxybenzyl-5,6,7,8-tetrahydro-5,5,8,8-tetramethyl-2-naphthyl sulfoxide). Isolated yield 21.2%. RXN SMILES: I([O-])(=O)(=O)=[O:2].[Na+].[C:7]([C:10]1[CH:55]=[CH:54][C:13]([CH2:14][C:15]2[C:24]3[C:23]([CH3:26])([CH3:25])[CH2:22][CH2:21][C:20]([CH3:28])([CH3:27])[C:19]=3[CH:18]=[CH:17][C:16]=2[S:29][C:30]2[CH:39]=[CH:38][C:37]3[C:36]([CH3:41])([CH3:40])[CH2:35][CH2:34][C:33]([CH3:43])([CH3:42])[C:32]=3[C:31]=2[CH2:44][C:45]2[CH:50]=[CH:49][C:48]([C:51]([OH:53])=[O:52])=[CH:47][CH:46]=2)=[CH:12][CH:11]=1)([OH:9])=[O:8].Cl>O.C(O)C.CN(C)C=O>[C:7]([C:10]1[CH:11]=[CH:12][C:13]([CH2:14][C:15]2[C:24]3[C:23]([CH3:25])([CH3:26])[CH2:22][CH2:21][C:20]([CH3:27])([CH3:28])[C:19]=3[CH:18]=[CH:17][C:16]=2[S:29]([C:30]2[CH:39]=[CH:38][C:37]3[C:36]([CH3:41])([CH3:40])[CH2:35][CH2:34][C:33]([CH3:42])([CH3:43])[C:32]=3[C:31]=2[CH2:44][C:45]2[CH:50]=[CH:49][C:48]([C:51]([OH:53])=[O:52])=[CH:47][CH:46]=2)=[O:2])=[CH:54][CH:55]=1)([OH:9])=[O:8] |f:0.1|. Procedure: A solution of 3.4 g (16 mmol) of sodium periodate in 30 ml of water was added dropwise to 5.3 g (15 mmol) of the thioether from Example 10 in a mixture of 150 ml of ethanol and 40 ml of dimethylformamide at 0° C., and the mixture was then stirred at the same temperature for 2 hours and at room temperature overnight. The reaction solution was then poured into water, the pH was adjusted to 5 with 2N hydrochloric acid, the mixture was extracted with dichloromethane, and the organic extracts were wa... Reactants: ClC1=C(C=O)C=CC(=C1OC)OC (2-chloro-3,4-dimethoxybenzaldehyde), [N+](=O)([O-])C (nitromethane), C(C)(=O)[O-].[NH4+] (ammonium acetate). Run in C(C)(=O)O (acetic acid), [Cl-].[Na+].O (brine). The product is ClC1=C(C=CC(=C1OC)OC)\C=C\[N+](=O)[O-] ((E)-2-chloro-3,4-dimethoxy-1-(2-nitrovinyl)benzene). Yield: 100.0%. As a reaction SMILES: [Cl:1][C:2]1[C:9]([O:10][CH3:11])=[C:8]([O:12][CH3:13])[CH:7]=[CH:6][C:3]=1[CH:4]=O.[N+:14]([CH3:17])([O-:16])=[O:15].C([O-])(=O)C.[NH4+]>C(O)(=O)C.[Cl-].[Na+].O>[Cl:1][C:2]1[C:9]([O:10][CH3:11])=[C:8]([O:12][CH3:13])[CH:7]=[CH:6][C:3]=1/[CH:4]=[CH:17]/[N+:14]([O-:16])=[O:15] |f:2.3,5.6.7|. Reported procedure: The mixture of 2-chloro-3,4-dimethoxybenzaldehyde (5 g, 24.92 mmol) (Aldrich) and nitromethane (6.6 ml, 122 mmol) and ammonium acetate (1.921 g, 24.92 mmol) was reflux in glacial acetic acid (20 mL) for 4 h. Mixture was diluted with brine (300 ml) and extracted with ethyl acetate (2×150 ml), washed with water, dried over magnesium sulfate and evaporated to give (E)-2-chloro-3,4-dimethoxy-1-(2-nitrovinyl)benzene (6.07 g, 24.92 mmol, 100% yield). LCMS (M+H)+: 244.0